This data is from the Open Reaction Database (ORD), a public repository of structured organic reaction records. The task is: describe an organic reaction: reactants, conditions, products, and yield The reactants are CCNC=O, O=CO, O=C1CCc2ccc(C(F)(F)F)cc2CC1. The product is CCN(C=O)C1CCc2ccc(C(F)(F)F)cc2CC1. RXN SMILES: [CH2:17]([CH3:18])[NH:19][CH:20]=[O:21].[CH:22]([OH:23])=[O:24].[F:1][C:2]([c:3]1[cH:4][cH:5][c:6]2[c:7]([cH:14]1)[CH2:8][CH2:9][C:10](=[O:13])[CH2:11][CH2:12]2)([F:15])[F:16]>>[F:1][C:2]([c:3]1[cH:4][cH:5][c:6]2[c:7]([cH:14]1)[CH2:8][CH2:9][CH:10]([N:19]([CH2:17][CH3:18])[CH:20]=[O:21])[CH2:11][CH2:12]2)([F:15])[F:16].